Dataset: the Open Reaction Database (ORD), a public repository of structured organic reaction records. Task: describe an organic reaction: reactants, conditions, products, and yield The reactants are C1(=CC=CC=C1)OC1=NC=2N(C3=C1C=NC1=C3C=NN1)N=CN2 (5-phenyloxy-8H-pyrazolo[4',3':5,6]pyrido[3,4-e][1,2,4]triazolo[1,5-a]pyrimidine), C(C1=CC=CC=C1)(=O)Cl (benzoyl chloride). The solvent is N1=CC=CC=C1 (pyridine). The product is C(C1=CC=CC=C1)(=O)N1N=CC2=C1N=CC=1C(=NC=3N(C12)N=CN3)OC3=CC=CC=C3 (8-Benzoyl-5-phenyloxy-8H-pyrazolo[4',3':5,6]pyrido[3,4-e][1,2,4]triazolo[1,5-a]pyrimidine). As a reaction SMILES: [C:1]1([O:7][C:8]2[C:13]3[CH:14]=[N:15][C:16]4[NH:20][N:19]=[CH:18][C:17]=4[C:12]=3[N:11]3[N:21]=[CH:22][N:23]=[C:10]3[N:9]=2)[CH:6]=[CH:5][CH:4]=[CH:3][CH:2]=1.[C:24](Cl)(=[O:31])[C:25]1[CH:30]=[CH:29][CH:28]=[CH:27][CH:26]=1>N1C=CC=CC=1>[C:24]([N:20]1[C:16]2[N:15]=[CH:14][C:13]3[C:8]([O:7][C:1]4[CH:2]=[CH:3][CH:4]=[CH:5][CH:6]=4)=[N:9][C:10]4[N:11]([N:21]=[CH:22][N:23]=4)[C:12]=3[C:17]=2[CH:18]=[N:19]1)(=[O:31])[C:25]1[CH:30]=[CH:29][CH:28]=[CH:27][CH:26]=1. Reported procedure: 0.01 mol. of 5-phenyloxy-8H-pyrazolo[4',3':5,6]pyrido[3,4-e][1,2,4]triazolo[1,5-a]pyrimidine and 0.02 mol. of benzoyl chloride are stirred overnight in 50 ml. of dry pyridine at room temperature. On addition of 50 ml. of water, 8-benzoyl-5-phenyloxy-8H-pyrazolo[4',3':5,6]pyrido[3,4-e][1,2,4]triazolo[1,5-a]pyrimidine is filtered off. The reactants are CC2(C)COB(B1OCC(C)(C)CO1)OC2 (effective_coupling_partner), COc1cccc2ccccc12 (substrate). Reagents/catalysts: ICy. Reaction conditions: temperature 120 celsius, time 12 hour. Yields the product c4ccc3c(c1cccc2ccccc12)cccc3c4.